Dataset: the Open Reaction Database (ORD), a public repository of structured organic reaction records. Task: describe an organic reaction: reactants, conditions, products, and yield Run in CCN(CC)C=1C=CC=CC1 (diethylaniline). Procedure: A solution of 3-phenyl-6-methyl pyridine (0.815 g, 4.82 mmol), and sodium amide (752 mg, 19.3 mmol) in diethylaniline (10 mL) was heated at 180° C. for 72 hours. The reaction was cooled and quenched with ice (100 g), and the mixture extracted with EtOAc. The organic extract was washed with brine (50 mL), dried (MgSO4), silica gel (100 g) was added and the solvent evaporated in vacuo. The reactants are C1(=CC=CC=C1)C=1C=NC(=CC1)C (3-phenyl-6-methyl pyridine), [NH2-].[Na+] (sodium amide). Product: NC1=NC(=CC=C1C1=CC=CC=C1)C (2-Amino-3-Phenyl-6-methylpyridine). As a reaction SMILES: [C:1]1([C:7]2[CH:8]=[N:9][C:10]([CH3:13])=[CH:11][CH:12]=2)[CH:6]=[CH:5][CH:4]=[CH:3][CH:2]=1.[NH2-:14].[Na+]>CCN(C1C=CC=CC=1)CC>[NH2:14][C:8]1[C:7]([C:1]2[CH:2]=[CH:3][CH:4]=[CH:5][CH:6]=2)=[CH:12][CH:11]=[C:10]([CH3:13])[N:9]=1 |f:1.2|.